This data is from the Open Reaction Database (ORD), a public repository of structured organic reaction records. The task is: describe an organic reaction: reactants, conditions, products, and yield The reactants are S(O)(O)(=O)=O (sulfuric acid), A1, C1=CC(=CC=C1C2=C3C(=C(NC3=O)C4=CC=C(C=C4)Cl)C(=O)N2)Cl (C.I. Pigment Red 254), S(O)(O)(=O)=O (sulfuric acid). The solvent is O (water), O (water). Conditions: time 1 hour. Product: O=C1C(N=C2C=CN=C21)=O (diketopyrrolopyrrole), A3. As a reaction SMILES: C1C([C:7]2[NH:23][C:21](=O)[C:9]3=[C:10](C4C=CC(Cl)=CC=4)[NH:11][C:12](=[O:13])[C:8]=23)=CC=C(Cl)C=1.S(=O)(=O)(O)[OH:26]>O>[O:26]=[C:8]1[C:7]2[C:10]([CH:9]=[CH:21][N:23]=2)=[N:11][C:12]1=[O:13]. Procedure: The pigment dispersant A1 of Synthesis Example A1 (3.75 parts) and C.I. Pigment Red 254 (6.25 parts) were added to 95% sulfuric acid (100 parts), followed by stirring at room temperature for 1 hour. Subsequent to cooling, the resulting concentrated sulfuric acid solution was poured into iced water (1,000 parts); its pouring led the precipitation of a composite according to the present invention. The formed precipitate was collected by filtration and then washed with water to obtain a water-based... Starting materials: Cl, O=C1COc2cc(F)ccc2N1, [H-], CCCI, [Na+], CN(C)C=O. Yields the product CCCN1C(=O)COc2cc(F)ccc21. As a reaction SMILES: [ClH:19].[F:3][c:4]1[cH:5][c:6]2[c:7]([cH:13][cH:14]1)[NH:8][C:9](=[O:12])[CH2:10][O:11]2.[H-:1].[I:15][CH2:16][CH2:17][CH3:18].[Na+:2].[O:20]=[CH:21][N:22]([CH3:23])[CH3:24]>>[F:3][c:4]1[cH:5][c:6]2[c:7]([cH:13][cH:14]1)[N:8]([CH2:16][CH2:17][CH3:18])[C:9](=[O:12])[CH2:10][O:11]2. Starting materials: C1(C=2C(C(N1CCCCC1=NC3=C(N1)C=CC(=C3)C=3C(CC(NN3)=O)C)=O)=CC=CC2)=O (6-[2-(4-phthalimidobutyl)-1H-benzimidazol-5-yl]-4,5-dihydro-5-methyl-3(2H)-pyridazinone), O.NN (hydrazine hydrate). Solvent: C(C)O (ethanol). The product is NCCCCC1=NC2=C(N1)C=CC(=C2)C=2C(CC(NN2)=O)C (6-[2-(4-aminobutyl)-1H-benzimidazol-5-yl]-4,5-dihydro-5-methyl-3(2H)-pyridazinone). The yield is 68.9%. As a reaction SMILES: C1(=O)[N:5]([CH2:6][CH2:7][CH2:8][CH2:9][C:10]2[NH:14][C:13]3[CH:15]=[CH:16][C:17]([C:19]4[CH:20]([CH3:26])[CH2:21][C:22](=[O:25])[NH:23][N:24]=4)=[CH:18][C:12]=3[N:11]=2)C(=O)C2=CC=CC=C12.O.NN>C(O)C>[NH2:5][CH2:6][CH2:7][CH2:8][CH2:9][C:10]1[NH:14][C:13]2[CH:15]=[CH:16][C:17]([C:19]3[CH:20]([CH3:26])[CH2:21][C:22](=[O:25])[NH:23][N:24]=3)=[CH:18][C:12]=2[N:11]=1 |f:1.2|. Reported procedure: ##STR69## 0.54 g (1.26 mmol) of 6-[2-(4-phthalimidobutyl)-1H-benzimidazol-5-yl]-4,5-dihydro-5-methyl-3(2H)-pyridazinone and 0.3 ml (6.3 mmol) of hydrazine hydrate are boiled in 20 ml of ethanol for 2 hours. After cooling to room temperature, the solution is filtered, the filtrate is concentrated by evaporation under vacuum and the residue is taken up with 10 ml of 2N hydrochloric acid. The resulting solution is again filtered and is then adjusted to pH 11 with 3N sodium hydroxide solution and co... The reactants are O(C1=CC=CC=C1)C=1C=C(C=CC1)C#CCO ((3-phenoxy-phenyl)-2-propyn-1-yl alcohol), CC1(C(C1C=CC(=O)OCCC)C(=O)O)C (2,2-dimethyl-3-(3-propoxy-3-oxo-1-propenyl)-cyclopropane-carboxylic acid), CC1(C(C1C=CC(=O)OCCC)C(=O)O)C (2,2-dimethyl-3-(3-propoxy-3-oxo-1-propenyl)-cyclopropane-carboxylic acid). Solvent: C(Cl)(Cl)Cl (chloroform). Product: CC1(C(C1C=CC(=O)OCCC)C(=O)O)C (2,2-dimethyl-3-(3-propoxy-3-oxo-1-propenyl)-cyclopropane-carboxylic acid), CC1(C(C1C=CC(=O)OCCC)C(=O)[O-])C (2,2-dimethyl-3-(3-propoxy-3-oxo-1-propenyl)-cyclopropane-carboxylate). Reaction SMILES: [CH3:1][C:2]1([CH3:16])[CH:4]([CH:5]=[CH:6][C:7]([O:9][CH2:10][CH2:11][CH3:12])=[O:8])[CH:3]1[C:13]([OH:15])=[O:14].O(C1C=C(C#CCO)C=CC=1)C1C=CC=CC=1>C(Cl)(Cl)Cl>[CH3:16][C:2]1([CH3:1])[CH:4]([CH:5]=[CH:6][C:7]([O:9][CH2:10][CH2:11][CH3:12])=[O:8])[CH:3]1[C:13]([OH:15])=[O:14].[CH3:16][C:2]1([CH3:1])[CH:4]([CH:5]=[CH:6][C:7]([O:9][CH2:10][CH2:11][CH3:12])=[O:8])[CH:3]1[C:13]([O-:15])=[O:14]. Procedure: Using the procedure of Example 9, (1R, cis, ΔZ) 2,2-dimethyl-3-(3-propoxy-3-oxo-1-propenyl)-cyclopropane-carboxylic acid and 1R (3-phenoxy-phenyl)-2-propyn-1-yl alcohol were reacted to obtain 1R (3-phenoxy-phenyl)-2-propyn-1-yl (1R, cis, ΔZ) 2,2-dimethyl-3-(3-propoxy-3-oxo-1-propenyl)-cyclopropane-carboxylate with a specific roation of [α]D20 =+48°±2° (c=1% in chloroform). The reactants are N1=CC=CC2=CC(=CC=C12)C=O (quinoline-6-carboxaldehyde), C1(=CC=CC=C1)P(=CC(C)=O)(C1=CC=CC=C1)C1=CC=CC=C1 (1-triphenylphosphoranylidene-2-propanone), O (water). The solvent is CS(=O)C (dimethyl sulfoxide). Conditions: time 24 hour. The product is N1=CC=CC2=CC(=CC=C12)C=CC(C)=O (1-(quinolin-6-yl)but-1-ene-3-one). RXN SMILES: [N:1]1[C:10]2[C:5](=[CH:6][C:7]([CH:11]=O)=[CH:8][CH:9]=2)[CH:4]=[CH:3][CH:2]=1.C1(P(C2C=CC=CC=2)(C2C=CC=CC=2)=[CH:20][C:21](=[O:23])[CH3:22])C=CC=CC=1.O>CS(C)=O>[N:1]1[C:10]2[C:5](=[CH:6][C:7]([CH:11]=[CH:20][C:21](=[O:23])[CH3:22])=[CH:8][CH:9]=2)[CH:4]=[CH:3][CH:2]=1. Procedure: A mixture of quinoline-6-carboxaldehyde (5.29 g) and 1-triphenylphosphoranylidene-2-propanone (1.5 equiv) in dimethyl sulfoxide (100 ml) was stirred at room temperature for 24 hr. The solution was poured into water (600 ml) which was subsequently extracted with ethyl acetate. The dried (MgSO4) organic fraction was evaporated under reduced pressure and the residue was purified by column chromatography over silica with dichloromethane/ethyl acetate (4:1 v/v) elution to give 1-(quinolin-6-yl)but-1-... Product: Oc1cc(Cl)cnc1Cl. As a reaction SMILES: [Cl:1][c:2]1[cH:3][c:4]([OH:9])[c:5]([OH:8])[n:6][cH:7]1.[P:10]([Cl:11])([Cl:12])([Cl:13])=[O:14]>>[Cl:1][c:2]1[cH:3][c:4]([OH:9])[c:5]([Cl:12])[n:6][cH:7]1. The reactants are Oc1cc(Cl)cnc1O, O=P(Cl)(Cl)Cl. Starting materials: C[Li] (Methyllithium), solution, CCOCC (Et2O), CCOCC (Et2O), [Cl-].[NH4+] (ammonium chloride), CC=1C(CCC(C1)=O)C(=O)OCC (ethyl 2-methyl-4-oxo-2-cyclohexene-1-carboxylate). Reagents/catalysts: [Cu]I (copper (I) iodide). Solvent: CCOC(=O)C (EtOAc). Conditions: temperature -40 celsius, time 10 minute. Product: CC1(C(CCC(C1)=O)C(=O)OCC)C (ethyl 2,2-dimethyl-4-oxocyclohexanecarboxylate). The yield is 68.0%. Reaction SMILES: C[Li].[CH3:3]COCC.[CH3:8][C:9]1[CH:10]([C:16]([O:18][CH2:19][CH3:20])=[O:17])[CH2:11][CH2:12][C:13](=[O:15])[CH:14]=1.[Cl-].[NH4+]>[Cu]I.CCOC(C)=O>[CH3:8][C:9]1([CH3:3])[CH2:14][C:13](=[O:15])[CH2:12][CH2:11][CH:10]1[C:16]([O:18][CH2:19][CH3:20])=[O:17] |f:3.4|. Procedure details: Methyllithium (170 mL of a 1.6 M solution with Et2O, 260 mmol) was added to a stirring mixture of copper (I) iodide (25 g, 130 mmol) and Et2O (130 mL), at −40° C. under a nitrogen atmosphere. After stirring for 10 min at −40° C., ethyl 2-methyl-4-oxo-2-cyclohexene-1-carboxylate (12 g, 66 mmol) was added. After stirring for 30 min at −40° C., the reaction mixture was allowed to warm to −20° C. After stirring for 90 min at −20° C., saturated aqueous ammonium chloride and EtOAc were added sequentia... Reactants: C(#N)[BH3-].[Na+] (sodium cyanoborohydride), FC1=C2CCC(C2=CC(=C1)F)=O (4,6-difluoroindan-1-one), COC(CN)OC (2,2-dimethoxyethylamine), C(#N)[BH3-].[Na+] (sodium cyanoborohydride). Solvent: CO (methanol). Run at temperature 65 celsius, time 18 hour. Product: FC1=C2CCC(C2=CC(=C1)F)NCC(OC)OC ((4,6-difluoroindan-1-yl)-(2,2-dimethoxyethyl)amine). As a reaction SMILES: [F:1][C:2]1[CH:10]=[C:9]([F:11])[CH:8]=[C:7]2[C:3]=1[CH2:4][CH2:5][C:6]2=O.[CH3:13][O:14][CH:15]([O:18][CH3:19])[CH2:16][NH2:17].C([BH3-])#N.[Na+]>CO>[F:1][C:2]1[CH:10]=[C:9]([F:11])[CH:8]=[C:7]2[C:3]=1[CH2:4][CH2:5][CH:6]2[NH:17][CH2:16][CH:15]([O:18][CH3:19])[O:14][CH3:13] |f:2.3|. Procedure: A mixture of 4,6-difluoroindan-1-one (11.3 g, 67.26 mmol), 2,2-dimethoxyethylamine (7.07 g, 67.26 mmol) and sodium cyanoborohydride (4.23 g) in 75 mL of methanol was heated at gentle reflux and stirred under nitrogen for approximately 18 hours. Additional sodium cyanoborohydride (2.12 g) was added and the mixture was heated at 65° C. for 20 hours. The solvents were removed by evaporation. Purification of the residue by column chromatography on silica gel (elution: 2.5% methanol/methylene chlorid... The reactants are CCOC(=O)n1c(C(=O)c2cccc(Cl)c2)c(NC(C)=O)c2ccc(Cl)cc21, CCCCCC, ClCCl. The product is CC(=O)Nc1c(C(=O)c2cccc(Cl)c2)[nH]c2cc(Cl)ccc12. Reaction SMILES: [C:1]([CH3:2])(=[O:3])[NH:4][c:5]1[c:6]([C:20]([c:21]2[cH:22][c:23]([Cl:27])[cH:24][cH:25][cH:26]2)=[O:28])[n:7]([C:15]([O:16][CH2:17][CH3:18])=[O:19])[c:8]2[cH:9][c:10]([Cl:14])[cH:11][cH:12][c:13]12.[CH3:29][CH2:30][CH2:31][CH2:32][CH2:33][CH3:34].[Cl:35][CH2:36][Cl:37]>>[C:1]([CH3:2])(=[O:3])[NH:4][c:5]1[c:6]([C:20]([c:21]2[cH:22][c:23]([Cl:27])[cH:24][cH:25][cH:26]2)=[O:28])[nH:7][c:8]2[cH:9][c:10]([Cl:14])[cH:11][cH:12][c:13]12.